Dataset: the Open Reaction Database (ORD), a public repository of structured organic reaction records. Task: describe an organic reaction: reactants, conditions, products, and yield The reactants are C1CCNC1, O=C(O)c1cc(S(=O)(=O)Cl)ccc1O, Cl, C1CCOC1. The product is O=C(O)c1cc(S(=O)(=O)N2CCCC2)ccc1O. Reaction SMILES: [CH2:15]1[CH2:16][CH2:17][NH:18][CH2:19]1.[Cl:1][S:2](=[O:3])(=[O:4])[c:5]1[cH:6][cH:7][c:8]([OH:14])[c:9]([C:10](=[O:11])[OH:12])[cH:13]1.[ClH:20].[O:21]1[CH2:22][CH2:23][CH2:24][CH2:25]1>>[S:2](=[O:3])(=[O:4])([c:5]1[cH:6][cH:7][c:8]([OH:14])[c:9]([C:10](=[O:11])[OH:12])[cH:13]1)[N:18]1[CH2:17][CH2:16][CH2:15][CH2:19]1. The reactants are COC=1C=C(C=CC1OC)C1(CNCC1)CCO (3-(3,4-dimethoxyphenyl)-3-(2-hydroxyethyl)pyrrolidine), CN1CCOCC1 (N-methylmorpholine), COC1=C(C(=O)Cl)C=C(C=C1)N1N=NN=C1 (2-methoxy-5-(1H-tetrazol-1-yl)benzoyl chloride). Solvent: ClCCl (dichloromethane), ClCCl (dichloromethane). Reaction conditions: temperature -5 celsius, time 18 hour. Yields the product COC1=C(C(=O)N2CC(CC2)(CCO)C2=CC(=C(C=C2)OC)OC)C=C(C=C1)N1N=NN=C1 (1-(2-methoxy-5-(1H-tetrazol-1-yl)benzoyl)-3-(3,4-dimethoxyphenyl)-3 -(2-hydroxyethyl)pyrrolidine). As a reaction SMILES: [CH3:1][O:2][C:3]1[CH:4]=[C:5]([C:11]2([CH2:16][CH2:17][OH:18])[CH2:15][CH2:14][NH:13][CH2:12]2)[CH:6]=[CH:7][C:8]=1[O:9][CH3:10].CN1CCOCC1.[CH3:26][O:27][C:28]1[CH:36]=[CH:35][C:34]([N:37]2[CH:41]=[N:40][N:39]=[N:38]2)=[CH:33][C:29]=1[C:30](Cl)=[O:31]>ClCCl>[CH3:26][O:27][C:28]1[CH:36]=[CH:35][C:34]([N:37]2[CH:41]=[N:40][N:39]=[N:38]2)=[CH:33][C:29]=1[C:30]([N:13]1[CH2:14][CH2:15][C:11]([C:5]2[CH:6]=[CH:7][C:8]([O:9][CH3:10])=[C:3]([O:2][CH3:1])[CH:4]=2)([CH2:16][CH2:17][OH:18])[CH2:12]1)=[O:31]. Reported procedure: Combine 3-(3,4-dimethoxyphenyl)-3-(2-hydroxyethyl)pyrrolidine (2.27 g, 9.03 mmol) and N-methylmorpholine (2.48 mL, 22.6 mmol) in anhydrous dichloromethane (100 mL). Cool the reaction mixture to -5° C. with an salt-ice bath. Slowly, add 2-methoxy-5-(1H-tetrazol-1-yl)benzoyl chloride (9.5 mmol) as a solution in dichloromethane (30 mL). Warm to ambient temperature. After 18 hours, extract the reaction mixture with a saturated solution of potassium carbonate. Dry the organic layer over Na2SO4, filte... Reactants: ClC(=O)OC (Methyl chloroformate), Cl (HCl), Cl.NCCCCC(=O)O (5-Aminopentanoic acid hydrochloride), C([O-])([O-])=O.[K+].[K+] (potassium carbonate). Run in O1CCOCC1 (dioxane), O (water), O (water). Run at temperature 0 celsius, time 2.5 hour. Product: COC(=O)NCCCCC(=O)O (5-[(methoxycarbonyl)amino]pentanoic acid). Isolated yield 65.9%. Reaction SMILES: Cl.[NH2:2][CH2:3][CH2:4][CH2:5][CH2:6][C:7]([OH:9])=[O:8].C(=O)([O-])[O-].[K+].[K+].Cl[C:17]([O:19][CH3:20])=[O:18].Cl>O.O1CCOCC1>[CH3:20][O:19][C:17]([NH:2][CH2:3][CH2:4][CH2:5][CH2:6][C:7]([OH:9])=[O:8])=[O:18] |f:0.1,2.3.4|. Procedure details: 5-Aminopentanoic acid hydrochloride (2 g, 13 mmol), and potassium carbonate (13 g, 94 mmol) were dissolved in water (30 ml) and dioxane (10 ml) then cooled to 0° C. Methyl chloroformate (5 ml, 65 mmol) was added over 30 seconds, then the mixture was stirred for 2.5 hours at 0° C. Concentrated HCl was added until the mixture became acidic then the mixture was diluted with water and extracted with ether. The organic layer was dried over magnesium sulfate, evaporated and dried in vacuo to give 5-[(...